describe an organic reaction: reactants, conditions, products, and yield From a dataset of the Open Reaction Database (ORD), a public repository of structured organic reaction records. RXN SMILES: [F:1][c:2]1[c:3]([N+:16](=[O:17])[O-:18])[cH:4][c:5]([NH:8][C:9](=[O:10])[c:11]2[o:12][cH:13][cH:14][cH:15]2)[cH:6][cH:7]1.[K+:19].[K+:20].[O-:21][C:22]([O-:23])=[O:24].[O:33]=[CH:34][N:35]([CH3:36])[CH3:37].[OH2:38].[SH:25][c:26]1[cH:27][cH:28][c:29]([OH:32])[cH:30][cH:31]1>>[c:2]1([S:25][c:26]2[cH:27][cH:28][c:29]([OH:32])[cH:30][cH:31]2)[c:3]([N+:16](=[O:17])[O-:18])[cH:4][c:5]([NH:8][C:9](=[O:10])[c:11]2[o:12][cH:13][cH:14][cH:15]2)[cH:6][cH:7]1. The reactants are O=C(Nc1ccc(F)c([N+](=O)[O-])c1)c1ccco1, [K+], [K+], O=C([O-])[O-], CN(C)C=O, O, Oc1ccc(S)cc1. Product: O=C(Nc1ccc(Sc2ccc(O)cc2)c([N+](=O)[O-])c1)c1ccco1. The reactants are Cc1ccccc1C1C(OC(COC(=O)c2ccccc2)c2cc(C(F)(F)F)cc(C(F)(F)F)c2)CCC2CN(C(=O)NC(=O)CCl)CC21, C1CCC2=NCCCN2CC1, C1CCOC1. Product: Cc1ccccc1C1C(OC(COC(=O)c2ccccc2)c2cc(C(F)(F)F)cc(C(F)(F)F)c2)CCC2CN(C3=NC(=O)CO3)CC21. RXN SMILES: [C:1]([c:2]1[cH:3][cH:4][cH:5][cH:6][cH:7]1)(=[O:8])[O:9][CH2:10][CH:11]([O:12][CH:13]1[CH:14]([c:29]2[c:30]([CH3:35])[cH:31][cH:32][cH:33][cH:34]2)[CH:15]2[CH2:16][N:17]([C:22](=[O:23])[NH:24][C:25]([CH2:26][Cl:27])=[O:28])[CH2:18][CH:19]2[CH2:20][CH2:21]1)[c:36]1[cH:37][c:38]([C:46]([F:47])([F:48])[F:49])[cH:39][c:40]([C:42]([F:43])([F:44])[F:45])[cH:41]1.[CH2:50]1[CH2:51][CH2:52][C:53]2=[N:58][CH2:57][CH2:56][CH2:55][N:54]2[CH2:59][CH2:60]1.[CH2:61]1[O:62][CH2:63][CH2:64][CH2:65]1>>[C:1]([c:2]1[cH:3][cH:4][cH:5][cH:6][cH:7]1)(=[O:8])[O:9][CH2:10][CH:11]([O:12][CH:13]1[CH:14]([c:29]2[c:30]([CH3:35])[cH:31][cH:32][cH:33][cH:34]2)[CH:15]2[CH2:16][N:17]([C:22]3=[N:24][C:25](=[O:28])[CH2:26][O:23]3)[CH2:18][CH:19]2[CH2:20][CH2:21]1)[c:36]1[cH:37][c:38]([C:46]([F:47])([F:48])[F:49])[cH:39][c:40]([C:42]([F:43])([F:44])[F:45])[cH:41]1. Reactants: C(C)(C)(C)C=1N=C(C2=C(N1)N(N=N2)CC2=C(C=CC=C2)Cl)N2CCOCC2 (5-tert-Butyl-3-(2-chloro-benzyl)-7-morpholin-4-yl-3H-[1,2,3]triazolo[4,5-d]pyrimidine), C(C)(C)(C)C=1N=C(C2=C(N1)N(N=N2)CC2=C(C=CC=C2)Cl)Cl (5-tert-butyl-7-chloro-3-(2-chlorobenzyl)-3H-[1,2,3]triazolo[4,5-d]pyrimidine), CN1CCNCC1 (1-methylpiperazine). The product is C(C)(C)(C)C=1N=C(C2=C(N1)N(N=N2)CC2=C(C=CC=C2)Cl)N2CCN(CC2)C (5-tert-Butyl-3-(2-chloro-benzyl)-7-(4-methyl-piperazin-1-yl)-3H-[1,2,3]triazolo[4,5-d]pyrimidine), solid. The yield is 71.0%. RXN SMILES: [C:1]([C:5]1[N:6]=[C:7]([N:22]2[CH2:27][CH2:26]O[CH2:24][CH2:23]2)[C:8]2[N:13]=[N:12][N:11]([CH2:14][C:15]3[CH:20]=[CH:19][CH:18]=[CH:17][C:16]=3[Cl:21])[C:9]=2[N:10]=1)([CH3:4])([CH3:3])[CH3:2].C([C:32]1[N:33]=C(Cl)C2N=NN(CC3C=CC=CC=3Cl)C=2N=1)(C)(C)C.CN1CCNCC1>>[C:1]([C:5]1[N:6]=[C:7]([N:22]2[CH2:27][CH2:26][N:33]([CH3:32])[CH2:24][CH2:23]2)[C:8]2[N:13]=[N:12][N:11]([CH2:14][C:15]3[CH:20]=[CH:19][CH:18]=[CH:17][C:16]=3[Cl:21])[C:9]=2[N:10]=1)([CH3:4])([CH3:3])[CH3:2]. Procedure: In analogy to the procedure described for the synthesis of 5-tert-butyl-3-(2-chloro-benzyl)-7-morpholin-4-yl-3H-[1,2,3]triazolo[4,5-d]pyrimidine (example 1, step c), the title compound was prepared from 5-tert-butyl-7-chloro-3-(2-chlorobenzyl)-3H-[1,2,3]triazolo[4,5-d]pyrimidine and 1-methylpiperazine and isolated as light-yellow solid (13.4 mg, 71%). MS (m/e): 400.4 (MH+). Reactants: IC1=C(C=C(C#N)C=C1)C (4-iodo-3-methylbenzonitrile), Cl.NO (hydroxylamine hydrochloride), C([O-])(O)=O.[Na+] (sodium bicarbonate). Run in CO (methanol). Reaction conditions: time 5 minute. Product: ON=C(C1=CC(=C(C=C1)I)C)N (N′-hydroxy-4-iodo-3-methylbenzimidamide). The yield is 94.6%. As a reaction SMILES: [I:1][C:2]1[CH:9]=[CH:8][C:5]([C:6]#[N:7])=[CH:4][C:3]=1[CH3:10].Cl.[NH2:12][OH:13].C(=O)(O)[O-].[Na+]>CO>[OH:13][N:12]=[C:6]([NH2:7])[C:5]1[CH:8]=[CH:9][C:2]([I:1])=[C:3]([CH3:10])[CH:4]=1 |f:1.2,3.4|. Reported procedure: To a mixture of 4-iodo-3-methylbenzonitrile (3.59 g, 14.8 mmol) and hydroxylamine hydrochloride (2.05 g, 29.5 mmol) in methanol (75 mL) under nitrogen was added sodium bicarbonate (4.96 g, 59.1 mmol). The reaction mixture was stirred at room temperature for 5 min. and then immersed in an oil bath and heated at reflux for 2 h. The heterogeneous mixture was filtered, the solid was washed with methanol, and the filtrate was concentrated under reduced pressure. The white solid residue was diluted wi... Starting materials: Br, Br, ClC(Cl)(Cl)Cl, CO, CC(=O)O, ClCCl, CCOC(=O)C(=NOC1CCSC1)C(C)=O. Product: CCOC(=O)C(=NOC1CCSC1)C(=O)CBr. As a reaction SMILES: [Br:18].[BrH:17].[C:19]([Cl:20])([Cl:21])([Cl:22])[Cl:23].[CH3:27][OH:28].[CH3:29][C:30](=[O:31])[OH:32].[Cl:24][CH2:25][Cl:26].[S:1]1[CH2:2][CH:3]([O:6][N:7]=[C:8]([C:9](=[O:10])[O:11][CH2:12][CH3:13])[C:14]([CH3:15])=[O:16])[CH2:4][CH2:5]1>>[S:1]1[CH2:2][CH:3]([O:6][N:7]=[C:8]([C:9](=[O:10])[O:11][CH2:12][CH3:13])[C:14]([CH2:15][Br:17])=[O:16])[CH2:4][CH2:5]1. Starting materials: ClC1=NC=C(C=C1C(=O)N[C@@H](C)C1=CC=C(C(=O)OC(C)(C)C)C=C1)Cl (tert-Butyl 4-((1S)-1-{[(2,5-dichloropyridin-3-yl)carbonyl]amino}ethyl)benzoate), FC=1C=C(C=C(C1)F)O (3,5-difluorophenol). Yields the product ClC=1C=C(C(=NC1)OC1=CC(=CC(=C1)F)F)C(=O)N[C@@H](C)C1=CC=C(C(=O)OC(C)(C)C)C=C1 (tert-Butyl 4-[(1S)-1-({[5-chloro-2-(3,5-difluorophenoxy)pyridin-3-yl]carbonyl}amino)ethyl]benzoate). Reaction SMILES: Cl[C:2]1[C:7]([C:8]([NH:10][C@H:11]([C:13]2[CH:25]=[CH:24][C:16]([C:17]([O:19][C:20]([CH3:23])([CH3:22])[CH3:21])=[O:18])=[CH:15][CH:14]=2)[CH3:12])=[O:9])=[CH:6][C:5]([Cl:26])=[CH:4][N:3]=1.[F:27][C:28]1[CH:29]=[C:30]([OH:35])[CH:31]=[C:32]([F:34])[CH:33]=1>>[Cl:26][C:5]1[CH:6]=[C:7]([C:8]([NH:10][C@H:11]([C:13]2[CH:25]=[CH:24][C:16]([C:17]([O:19][C:20]([CH3:23])([CH3:22])[CH3:21])=[O:18])=[CH:15][CH:14]=2)[CH3:12])=[O:9])[C:2]([O:35][C:30]2[CH:29]=[C:28]([F:27])[CH:33]=[C:32]([F:34])[CH:31]=2)=[N:3][CH:4]=1. Procedure: The title compound was prepared according to the procedure described in step 2 of Example 45 from tert-butyl 4-((1S)-1-{[(2,5-dichloropyridin-3-yl)carbonyl]amino}ethyl)benzoate (step 1 of Example 45) and 3,5-difluorophenol: 1H-NMR (CDCl3) δ 8.53 (1H, d, J=2.6 Hz), 8.18 (1H, d, J=2.6 Hz), 7.95 (1H, dd, J=6.8, 1.8 Hz), 7.38 (2H, d, J=8.1 Hz), 6.83–6.69 (2H, m), 6.40–6.32 (2H, m), 6.25 (1H, br.s), 5.39–5.30 (1H, m), 1.60 (3H, d, J=6.2 Hz), 1.59 (9H, s).